This data is from the Open Reaction Database (ORD), a public repository of structured organic reaction records. The task is: describe an organic reaction: reactants, conditions, products, and yield The reactants are O=C([O-])O, CC[S-], COc1cc(N)c(C(=O)c2ccc(C(C)C)cc2)cc1OC, [Na+], CN(C)C=O, O. The product is COc1cc(C(=O)c2ccc(C(C)C)cc2)c(N)cc1O. As a reaction SMILES: [C:32](=[O:33])([OH:34])[O-:35].[CH2:23]([S-:24])[CH3:25].[NH2:1][c:2]1[c:3]([C:12](=[O:13])[c:14]2[cH:15][cH:16][c:17]([CH:20]([CH3:21])[CH3:22])[cH:18][cH:19]2)[cH:4][c:5]([O:10][CH3:11])[c:6]([O:8][CH3:9])[cH:7]1.[Na+:26].[O:27]=[CH:28][N:29]([CH3:30])[CH3:31].[OH2:36]>>[NH2:1][c:2]1[c:3]([C:12](=[O:13])[c:14]2[cH:15][cH:16][c:17]([CH:20]([CH3:21])[CH3:22])[cH:18][cH:19]2)[cH:4][c:5]([O:10][CH3:11])[c:6]([OH:8])[cH:7]1. The reactants are ClC1=C(C=CC(=C1)Cl)N1N=C(C2=C1C1=C(CCC2)C=CS1)C(=O)OCC (ethyl 1-(2′,4′-dichlorophenyl)-1,4,5,6-tetrahydro-thieno[3′,2′:6,7]cyclohepta[1,2-c]pyrazol-3-carboxylate), Cl (HCl), [OH-].[Li+] (Lithium hydroxide), O (water). Solvent: C1CCOC1.O (THF H2O). Run at temperature 60 celsius. The product is ClC1=C(C=CC(=C1)Cl)N1N=C(C2=C1C1=C(CCC2)C=CS1)C(=O)O (1-(2′,4′-dichlorophenyl)-1,4,5,6-tetrahydro-thieno[3′,2′:6,7]cyclohepta[1,2-c]pyrazol-3-carboxylic acid). The yield is 71.6%. As a reaction SMILES: [Cl:1][C:2]1[CH:7]=[C:6]([Cl:8])[CH:5]=[CH:4][C:3]=1[N:9]1[C:13]2[C:14]3[S:21][CH:20]=[CH:19][C:15]=3[CH2:16][CH2:17][CH2:18][C:12]=2[C:11]([C:22]([O:24]CC)=[O:23])=[N:10]1.[OH-].[Li+].O.Cl>C1COCC1.O>[Cl:1][C:2]1[CH:7]=[C:6]([Cl:8])[CH:5]=[CH:4][C:3]=1[N:9]1[C:13]2[C:14]3[S:21][CH:20]=[CH:19][C:15]=3[CH2:16][CH2:17][CH2:18][C:12]=2[C:11]([C:22]([OH:24])=[O:23])=[N:10]1 |f:1.2,5.6|. Procedure: 300 mg of ethyl 1-(2′,4′-dichlorophenyl)-1,4,5,6-tetrahydro-thieno[3′,2′:6,7]cyclohepta[1,2-c]pyrazol-3-carboxylate prepared in example 9e are solubilized in THF/H2O 4:1 (7 mL). Lithium hydroxide (72 mg; 2.7 mmoles) is added and the mixture is heated to 60° C. for 5 hours. After cooling at room temperature, it is diluted first by adding water (5 mL) and then a HCl 1N solution to lower the pH to 1-2. A precipitate is formed which is recovered by filtration and then washed with ethyl ether (2×10 m... Starting materials: C1(CCCCC1)NC(CC(C)=O)=O (N-cyclohexyl-acetylacetamide), C(OC)([O-])[O-] (methyl orthoformate), CO (methanol). The reagents and catalysts are C1(=CC=C(C=C1)S(=O)(=O)O)C (p-toluene sulfonic acid), N1=CC=CC2=CC=CC=C12 (quinoline). Conditions: temperature 25 celsius, time 4 hour. The product is C1(CCCCC1)NC(CC(C)(OC)OC)=O (N-cyclohexyl-3,3-dimethoxy-butyramide). Reaction SMILES: [CH:1]1([NH:7][C:8](=[O:13])[CH2:9][C:10](=[O:12])[CH3:11])[CH2:6][CH2:5][CH2:4][CH2:3][CH2:2]1.[CH:14]([O-])([O-])[O:15]C.[CH3:19]O>C1(C)C=CC(S(O)(=O)=O)=CC=1.N1C2C(=CC=CC=2)C=CC=1>[CH:1]1([NH:7][C:8](=[O:13])[CH2:9][C:10]([O:15][CH3:14])([O:12][CH3:19])[CH3:11])[CH2:6][CH2:5][CH2:4][CH2:3][CH2:2]1. Procedure details: A mixture of 36.6 g of N-cyclohexyl-acetylacetamide, 32 g of methyl orthoformate, 100 ml of methanol and 1 g of p-toluene sulfonic acid was stirred for 4 hours at 25° C. and after the addition of 2 g of quinoline, the mixture was evaporated to dryness under reduced pressure. The residue was added to isopropyl ether and the mixture was cooled and vacuum filtered. The recovered precipitate was dried to obtain 40 g of N-cyclohexyl-3,3-dimethoxy-butyramide melting at 66° C. Reactants: CNC, O=Cc1ccccc1-c1ccc(C(=O)N2Cc3ccc(C(=O)NCc4cccnc4)n3Cc3ccccc32)cc1. Yields the product CN(C)Cc1ccccc1-c1ccc(C(=O)N2Cc3ccc(C(=O)NCc4cccnc4)n3Cc3ccccc32)cc1. As a reaction SMILES: [CH3:41][NH:42][CH3:43].[CH:1](=[O:2])[c:3]1[c:4](-[c:9]2[cH:10][cH:11][c:12]([C:15](=[O:16])[N:17]3[CH2:18][c:19]4[n:20]([c:28]([C:31](=[O:32])[NH:33][CH2:34][c:35]5[cH:36][n:37][cH:38][cH:39][cH:40]5)[cH:29][cH:30]4)[CH2:21][c:22]4[c:23]3[cH:24][cH:25][cH:26][cH:27]4)[cH:13][cH:14]2)[cH:5][cH:6][cH:7][cH:8]1>>[CH2:1]([c:3]1[c:4](-[c:9]2[cH:10][cH:11][c:12]([C:15](=[O:16])[N:17]3[CH2:18][c:19]4[n:20]([c:28]([C:31](=[O:32])[NH:33][CH2:34][c:35]5[cH:36][n:37][cH:38][cH:39][cH:40]5)[cH:29][cH:30]4)[CH2:21][c:22]4[c:23]3[cH:24][cH:25][cH:26][cH:27]4)[cH:13][cH:14]2)[cH:5][cH:6][cH:7][cH:8]1)[N:42]([CH3:41])[CH3:43]. Starting materials: C1CCOC1, Nc1ccc(N2CCOCC2)cc1, CCn1nc(C)cc1C(=O)Nc1cccc(C(=O)c2ccc3c(c2)C(=CO)C(=O)N3)c1. The product is CCn1nc(C)cc1C(=O)Nc1cccc(C(=O)c2ccc3c(c2)C(=CNc2ccc(N4CCOCC4)cc2)C(=O)N3)c1. As a reaction SMILES: [CH2:45]1[O:46][CH2:47][CH2:48][CH2:49]1.[NH2:32][c:33]1[cH:34][cH:35][c:36]([N:39]2[CH2:40][CH2:41][O:42][CH2:43][CH2:44]2)[cH:37][cH:38]1.[OH:1][CH:2]=[C:3]1[C:4](=[O:31])[NH:5][c:6]2[cH:7][cH:8][c:9]([C:12](=[O:13])[c:14]3[cH:15][c:16]([NH:20][C:21](=[O:22])[c:23]4[n:24]([CH2:29][CH3:30])[n:25][c:26]([CH3:28])[cH:27]4)[cH:17][cH:18][cH:19]3)[cH:10][c:11]21>>[CH:2](=[C:3]1[C:4](=[O:31])[NH:5][c:6]2[cH:7][cH:8][c:9]([C:12](=[O:13])[c:14]3[cH:15][c:16]([NH:20][C:21](=[O:22])[c:23]4[n:24]([CH2:29][CH3:30])[n:25][c:26]([CH3:28])[cH:27]4)[cH:17][cH:18][cH:19]3)[cH:10][c:11]21)[NH:32][c:33]1[cH:34][cH:35][c:36]([N:39]2[CH2:40][CH2:41][O:42][CH2:43][CH2:44]2)[cH:37][cH:38]1. Reactants: ( a ), OC1CCN(CC1)CCCOC1=C(C=CC=C1)[N+](=O)[O-] (4-hydroxy-1-[3-(2-nitrophenoxy)propyl]piperidine), C1(=CC=CC=C1)C(C1=CC=CC=C1)Br (diphenylmethyl bromide), OC1CCN(CC1)CCCOC1=C(C(=CC=C1)C)[N+](=O)[O-] (4-hydroxy-1-[3-(3-methyl-2-nitrophenoxy)propyl]piperidine). The product is C1(=CC=CC=C1)C(OC1CCN(CC1)CCCOC1=C(C(=CC=C1)C)[N+](=O)[O-])C1=CC=CC=C1 (4-diphenylmethoxy-1-[3-(3-methyl-2-nitrophenoxy)propyl]piperidine). Reaction SMILES: [C:1]1([CH:7](Br)[C:8]2[CH:13]=[CH:12][CH:11]=[CH:10][CH:9]=2)[CH:6]=[CH:5][CH:4]=[CH:3][CH:2]=1.[OH:15][CH:16]1[CH2:21][CH2:20][N:19]([CH2:22][CH2:23][CH2:24][O:25][C:26]2[CH:31]=[CH:30][CH:29]=[C:28]([CH3:32])[C:27]=2[N+:33]([O-:35])=[O:34])[CH2:18][CH2:17]1.OC1CCN(CCCOC2C=CC=CC=2[N+]([O-])=O)CC1>>[C:1]1([CH:7]([C:8]2[CH:13]=[CH:12][CH:11]=[CH:10][CH:9]=2)[O:15][CH:16]2[CH2:17][CH2:18][N:19]([CH2:22][CH2:23][CH2:24][O:25][C:26]3[CH:31]=[CH:30][CH:29]=[C:28]([CH3:32])[C:27]=3[N+:33]([O-:35])=[O:34])[CH2:20][CH2:21]2)[CH:6]=[CH:5][CH:4]=[CH:3][CH:2]=1. Procedure details: The procedure of Example 1 (a) was repeated except for using diphenylmethyl bromide and 4-hydroxy-1-[3-(3-methyl-2-nitrophenoxy)propyl]piperidine instead of diphenylmethyl bromide and 4-hydroxy-1-[3-(2-nitrophenoxy)propyl]piperidine to give oily 4-diphenylmethoxy-1-[3-(3-methyl-2-nitrophenoxy)propyl]piperidine.